This data is from the Open Reaction Database (ORD), a public repository of structured organic reaction records. The task is: describe an organic reaction: reactants, conditions, products, and yield The reactants are S(=O)(=O)(OCCCCCCCCCCCC)[O-] (lauryl sulfate), O (water). Run at temperature 80 celsius. The product is C(=CC1=CC=CC=C1)C=CC(=O)O (Styrene-Acrylic Acid). Reaction SMILES: S([O-])([O:4][CH2:5][CH2:6][CH2:7][CH2:8][CH2:9][CH2:10][CH2:11][CH2:12][CH2:13][CH2:14][CH2:15]C)(=O)=O.[OH2:18]>>[CH:8]([CH:7]=[CH:6][C:5]([OH:4])=[O:18])=[CH:9][C:10]1[CH:11]=[CH:12][CH:13]=[CH:14][CH:15]=1. Procedure: A 2 l reactor with stirrer and reflux condenser was charged with 433 g of deionized water, and 3 grams of lauryl sulfate (30% strength solution), this initial charge then being heated to 80° C. with stirring under a nitrogen atmosphere. Reactants: C([O-])([O-])=O.[K+].[K+] (potassium carbonate), CC1=CC(=C2C(=N1)N(C=N2)C2=C(C=C(C=C2C)C)C)N (5-methyl-3-(2,4,6-trimethylphenyl)imidazolo[5,4-b]pyridin-7-ylamine), C(C)(C)N(C(C)C)CC (N,N-diisopropylethylamine), ClCC(=O)Cl (chloroacetyl chloride). Run in ClCCCl (1,2-dichloroethane). The product is CC1=CC(=C2C(=N1)N(C=N2)C2=C(C=C(C=C2C)C)C)NC(CCl)=O (N-[5-methyl-3-(2,4,6-trimethylphenyl)imidazolo[5,4-b]pyridin-7-yl]-2-chloroacetamide). RXN SMILES: [CH3:1][C:2]1[N:7]=[C:6]2[N:8]([C:11]3[C:16]([CH3:17])=[CH:15][C:14]([CH3:18])=[CH:13][C:12]=3[CH3:19])[CH:9]=[N:10][C:5]2=[C:4]([NH2:20])[CH:3]=1.C(N(CC)C(C)C)(C)C.[Cl:30][CH2:31][C:32](Cl)=[O:33].C(=O)([O-])[O-].[K+].[K+]>ClCCCl>[CH3:1][C:2]1[N:7]=[C:6]2[N:8]([C:11]3[C:12]([CH3:19])=[CH:13][C:14]([CH3:18])=[CH:15][C:16]=3[CH3:17])[CH:9]=[N:10][C:5]2=[C:4]([NH:20][C:32](=[O:33])[CH2:31][Cl:30])[CH:3]=1 |f:3.4.5|. Procedure details: Treat a solution of 5-methyl-3-(2,4,6-trimethylphenyl)imidazolo[5,4-b]pyridin-7-ylamine (0.05 g, 1.9 mmol), and N,N-diisopropylethylamine, (0.04 mL, 0.21 mmol) in 1,2-dichloroethane (5 mL) with chloroacetyl chloride (0.017 mL, 0.21 mmol). Heat the solution to reflux for 3 h, cool to ambient temperature, and pour into an aqueous potassium carbonate solution. Extract the resulting mixture with CH2Cl2 and wash with saturated aq NaCl. Separate the organic layer, dry over Na2SO4, filter, and concentr... The reactants are ClC1=C(C(NC=C1)=O)C1=NC=2C(=CC=3C(N(C(C3C2C)=O)CCN(C)C)=O)N1 (2-(4-chloro-2-oxo-1,2-dihydropyridin-3-yl)-6-(2-(dimethylamino)ethyl)-4-methylimidazo[4,5-f]isoindole-5,7(1H,6H)-dione), FC=1C=CC(=C(C1)CC(C)N)C (1-(5-fluoro-2-methylphenyl)propan-2-amine), CCN(C(C)C)C(C)C (Hunig's base). Run in C(CCC)O (1-butanol). Product: CN(CCN1C(C=2C(=C3C(=CC2C1=O)NC(=N3)C=3C(NC=CC3NC(CC3=C(C=CC(=C3)F)C)C)=O)C)=O)C (6-(2-(Dimethylamino)ethyl)-2-(4-(1-(5-fluoro-2-methylphenyl)propan-2-ylamino)-2-oxo-1,2-dihydropyridin-3-yl)-4-methylimidazo[4,5-f]isoindole-5,7(1H,6H)-dione). Isolated yield 55.0%. As a reaction SMILES: Cl[C:2]1[CH:7]=[CH:6][NH:5][C:4](=[O:8])[C:3]=1[C:9]1[NH:28][C:12]2=[CH:13][C:14]3[C:15](=[O:27])[N:16]([CH2:22][CH2:23][N:24]([CH3:26])[CH3:25])[C:17](=[O:21])[C:18]=3[C:19]([CH3:20])=[C:11]2[N:10]=1.[F:29][C:30]1[CH:31]=[CH:32][C:33]([CH3:40])=[C:34]([CH2:36][CH:37]([NH2:39])[CH3:38])[CH:35]=1.CCN(C(C)C)C(C)C>C(O)CCC>[CH3:25][N:24]([CH3:26])[CH2:23][CH2:22][N:16]1[C:15](=[O:27])[C:14]2[CH:13]=[C:12]3[NH:28][C:9]([C:3]4[C:4](=[O:8])[NH:5][CH:6]=[CH:7][C:2]=4[NH:39][CH:37]([CH3:38])[CH2:36][C:34]4[CH:35]=[C:30]([F:29])[CH:31]=[CH:32][C:33]=4[CH3:40])=[N:10][C:11]3=[C:19]([CH3:20])[C:18]=2[C:17]1=[O:21]. Reported procedure: A mixture of 2-(4-chloro-2-oxo-1,2-dihydropyridin-3-yl)-6-(2-(dimethylamino)ethyl)-4-methylimidazo[4,5-f]isoindole-5,7(1H,6H)-dione (0.48 g, 1.20 mmol), 1-(5-fluoro-2-methylphenyl)propan-2-amine (0.24 g, 1.44 mmol), Hunig's base (0.78 g, 6.00 mmol), and 10 mL of anhydrous 1-butanol was heated at reflux for 12-13 h under an argon atmosphere. Product was purified by a silica gel column using methylene chloride and methanol (9:1 v/v) as eluent to afford 0.35 g of the designed compound as yellow sol... The reactants are O=C([O-])[O-], FC1CNCCC1NCc1ccccc1, Cl, COc1cc(F)ccc1[N+](=O)[O-], [K+], [K+]. Product: COc1cc(N2CCC(NCc3ccccc3)C(F)C2)ccc1[N+](=O)[O-]. RXN SMILES: [C:1](=[O:2])([O-:3])[O-:4].[CH2:19]([c:20]1[cH:21][cH:22][cH:23][cH:24][cH:25]1)[NH:26][CH:27]1[CH:28]([F:33])[CH2:29][NH:30][CH2:31][CH2:32]1.[ClH:34].[F:7][c:8]1[cH:9][c:10]([O:17][CH3:18])[c:11]([N+:14](=[O:15])[O-:16])[cH:12][cH:13]1.[K+:5].[K+:6]>>[c:8]1([N:30]2[CH2:29][CH:28]([F:33])[CH:27]([NH:26][CH2:19][c:20]3[cH:21][cH:22][cH:23][cH:24][cH:25]3)[CH2:32][CH2:31]2)[cH:9][c:10]([O:17][CH3:18])[c:11]([N+:14](=[O:15])[O-:16])[cH:12][cH:13]1.